From a dataset of the Open Reaction Database (ORD), a public repository of structured organic reaction records. describe an organic reaction: reactants, conditions, products, and yield Starting materials: [O-]P(=O)([O-])[O-].[K+].[K+].[K+] (potassium phosphate tribasic), FC1=C2C(=C(C(=NC2=CC(=C1)F)C1=NC=CC=C1)C)NC1=CC(=C(C#N)C=C1I)N1CCOCC1 (4-(5,7-Difluoro-3-methyl-2-(pyridin-2-yl)quinolin-4-ylamino)-5-iodo-2-morpholinobenzonitrile), COC=1C=C(C=NC1)B(O)O (5-methoxypyridin-3-ylboronic acid), C1(CCCCC1)P(C1CCCCC1)C1CCCCC1 (tricyclohexylphosphine). The reagents and catalysts are C=1C=CC(=CC1)/C=C/C(=O)/C=C/C2=CC=CC=C2.C=1C=CC(=CC1)/C=C/C(=O)/C=C/C2=CC=CC=C2.C=1C=CC(=CC1)/C=C/C(=O)/C=C/C2=CC=CC=C2.[Pd].[Pd] (tris(dibenzylideneacetone)dipalladium). Solvent: O1CCOCC1 (1,4-dioxane), O (water). Run at temperature 90 celsius, time 19 hour. Yields the product FC1=C2C(=C(C(=NC2=CC(=C1)F)C1=NC=CC=C1)C)NC1=CC(=C(C#N)C=C1C=1C=NC=C(C1)OC)N1CCOCC1 (4-(5,7-difluoro-3-methyl-2-(pyridin-2-yl)-quinolin-4-ylamino)-5-(5-methoxypyridin-3-yl)-2-morpholinobenzonitrile). Reaction SMILES: [F:1][C:2]1[CH:11]=[C:10]([F:12])[CH:9]=[C:8]2[C:3]=1[C:4]([NH:20][C:21]1[C:28](I)=[CH:27][C:24]([C:25]#[N:26])=[C:23]([N:30]3[CH2:35][CH2:34][O:33][CH2:32][CH2:31]3)[CH:22]=1)=[C:5]([CH3:19])[C:6]([C:13]1[CH:18]=[CH:17][CH:16]=[CH:15][N:14]=1)=[N:7]2.[CH3:36][O:37][C:38]1[CH:39]=[C:40](B(O)O)[CH:41]=[N:42][CH:43]=1.C1(P(C2CCCCC2)C2CCCCC2)CCCCC1.[O-]P([O-])([O-])=O.[K+].[K+].[K+]>C1C=CC(/C=C/C(/C=C/C2C=CC=CC=2)=O)=CC=1.C1C=CC(/C=C/C(/C=C/C2C=CC=CC=2)=O)=CC=1.C1C=CC(/C=C/C(/C=C/C2C=CC=CC=2)=O)=CC=1.[Pd].[Pd].O.O1CCOCC1>[F:1][C:2]1[CH:11]=[C:10]([F:12])[CH:9]=[C:8]2[C:3]=1[C:4]([NH:20][C:21]1[C:28]([C:40]3[CH:41]=[N:42][CH:43]=[C:38]([O:37][CH3:36])[CH:39]=3)=[CH:27][C:24]([C:25]#[N:26])=[C:23]([N:30]3[CH2:35][CH2:34][O:33][CH2:32][CH2:31]3)[CH:22]=1)=[C:5]([CH3:19])[C:6]([C:13]1[CH:18]=[CH:17][CH:16]=[CH:15][N:14]=1)=[N:7]2 |f:3.4.5.6,7.8.9.10.11|. Reported procedure: 4-(5,7-Difluoro-3-methyl-2-(pyridin-2-yl)quinolin-4-ylamino)-5-iodo-2-morpholinobenzonitrile (65.2 mg, 0.11 mmol), 5-methoxypyridin-3-ylboronic acid (26.6 mg, 0.17 mmol), tricyclohexylphosphine (5.9 mg, 0.021 mmol), and tris(dibenzylideneacetone)dipalladium (0) (9.7 mg, 10.6 μmol) were added to a flask then degassed and backfilled with argon. To the flask, 1,4-dioxane (2.0 mL) and aqueous 1.3M potassium phosphate tribasic (0.26 mL, 0.34 mmol) were added by syringe. The resulting reaction was hea... Starting materials: C(#N)[BH3-].[Na+] (Sodium cyanoborohydride), NC1=C(C=C(C=C1)Cl)C=1NC2=CC=CC=C2C1 (2-(2-amino-5-chlorophenyl)-1H-indole), [OH-].[Na+] (NaOH). Run in CC(=O)O (HOAc). Reaction conditions: time 1 day. Yields the product NC1=C(C=C(C=C1)Cl)C1NC2=CC=CC=C2C1 (2-(2-Amino-5-chlorophenyl)-2,3-dihydro-1H-indole). Isolated yield 91.8%. Reaction SMILES: C([BH3-])#N.[Na+].[NH2:5][C:6]1[CH:11]=[CH:10][C:9]([Cl:12])=[CH:8][C:7]=1[C:13]1[NH:14][C:15]2[C:20]([CH:21]=1)=[CH:19][CH:18]=[CH:17][CH:16]=2.[OH-].[Na+]>CC(O)=O>[NH2:5][C:6]1[CH:11]=[CH:10][C:9]([Cl:12])=[CH:8][C:7]=1[CH:13]1[CH2:21][C:20]2[C:15](=[CH:16][CH:17]=[CH:18][CH:19]=2)[NH:14]1 |f:0.1,3.4|. Procedure details: Sodium cyanoborohydride (6.37 g) was added portionwise to a solution of 7.00 g 2-(2-amino-5-chlorophenyl)-1H-indole in 245 ml HOAc at 15° C. The resulting solution was stirred at room temperature for one day. The reaction mixture was diluted and made basic by addition of 50% NaOH in ice. The mixture was extracted with Et2O, and the extracts were washed with water and saturated NaCl solution, and dried (MgSO4). Concentration gave 6.48 g gum which was chromatographed by HPLC using CH2Cl2 /hexane (... Reactants: Cl (hydrochloric acid), C(CCC)C1=NC=C(C=C1)Br (2-butyl-5-bromopyridine), BrCCC1=CC=C(C=C1)OC (2-bromo-1-(4-methoxyphenyl)ethane), [Li] (lithium). The reagents and catalysts are [Ni+2] (nickel(II)), [Zn+2].[Br-].[Br-] (ZnBr2). Solvent: C1(=CC=CC=C1)C (toluene), C1CCOC1 (THF), C1(=CC=CC=C1)C (toluene). The product is COC1=CC=C(C=C1)CCC=1C=CC(=NC1)CCCC (5-(p-methoxyphenylethyl)-2-butylpyridine). Reaction SMILES: Br[CH2:2][CH2:3][C:4]1[CH:9]=[CH:8][C:7]([O:10][CH3:11])=[CH:6][CH:5]=1.[Li].[CH2:13]([C:17]1[CH:22]=[CH:21][C:20](Br)=[CH:19][N:18]=1)[CH2:14][CH2:15][CH3:16].Cl>C1COCC1.[Zn+2].[Br-].[Br-].[Ni+2].C1(C)C=CC=CC=1>[CH3:11][O:10][C:7]1[CH:8]=[CH:9][C:4]([CH2:3][CH2:2][C:20]2[CH:21]=[CH:22][C:17]([CH2:13][CH2:14][CH2:15][CH3:16])=[N:18][CH:19]=2)=[CH:5][CH:6]=1 |f:5.6.7,^1:11|. Procedure details: A mixture of 21.5 g of 2-bromo-1-(4-methoxyphenyl)ethane and 100 ml of toluene has added to it, under argon, 13.2 g of ZnBr2 and 1.4 g of lithium and is treated for 1 hour with ultrasound. A mixture of 21.4 g of 2-butyl-5-bromopyridine and 50 ml of toluene is then added, followed by a solution of 0.2 g of nickel(II) acetonylacetonate in 20 ml of THF. After a further hour 100 ml of dilute hydrochloric acid are added a little at a time, and the organic phase is worked up. Separation by column chro... Reactants: O=C([O-])[O-], CO, [Cl-], [K+], [K+], [Na+], CC(C)SC(CC[Si](C)(C)C)=Nc1ccccc1. Product: CCC(=Nc1ccccc1)SC(C)C. As a reaction SMILES: [C:19](=[O:20])([O-:21])[O-:22].[CH3:27][OH:28].[Cl-:26].[K+:23].[K+:24].[Na+:25].[c:1]1([N:7]=[C:8]([CH2:9][CH2:10][Si:11]([CH3:12])([CH3:13])[CH3:14])[S:15][CH:16]([CH3:17])[CH3:18])[cH:2][cH:3][cH:4][cH:5][cH:6]1>>[c:1]1([N:7]=[C:8]([CH2:9][CH3:10])[S:15][CH:16]([CH3:17])[CH3:18])[cH:2][cH:3][cH:4][cH:5][cH:6]1. Starting materials: [N-]=C=S (isothiocyanate), ClC=1C(=NC=C(C1)Cl)N (3,5-Dichloro-2-amino pyridine), thiophosgenes, Cl (hydrochloric acid). Yields the product ClC=1C(=NC=C(C1)Cl)N=C=S (3,5-Dichloro-2-pyridylisothiocyanate). As a reaction SMILES: [Cl:1][C:2]1[C:3]([NH2:9])=[N:4][CH:5]=[C:6]([Cl:8])[CH:7]=1.Cl.[N-]=[C:12]=[S:13]>>[Cl:1][C:2]1[C:3]([N:9]=[C:12]=[S:13])=[N:4][CH:5]=[C:6]([Cl:8])[CH:7]=1. Reported procedure: 3,5-Dichloro-2-amino pyridine (8.15, 0.05 mol) was treated with thiophosgenes (10% soln. in toluene, 55 ml). The mixture was refluxed until clear solution was obtained and no further hydrochloric acid gas was being evolved. The mixture was cooled, and the solid which crystallised was removed by filtration. The mother liquors, after evaporation and crystallisation of the residual oil, yielded 5.5 g. (55%) of the required isothiocyanate as pale yellow needles m. pt. 45°-6°. RXN SMILES: [CH:1]1([CH2:4][N:5]2[CH2:10][CH2:9][C:8]3([C:23]4[CH:22]=[CH:21][CH:20]=[C:19]([O:24]C)[C:18]=4[CH2:17][C:16]4[C:11]3=[CH:12][CH:13]=[CH:14][CH:15]=4)[CH2:7][CH2:6]2)[CH2:3][CH2:2]1.C(Cl)[Cl:27]>C(Cl)(Cl)Cl.C(=O)(O)[O-].[Na+]>[ClH:27].[CH:1]1([CH2:4][N:5]2[CH2:10][CH2:9][C:8]3([C:23]4[CH:22]=[CH:21][CH:20]=[C:19]([OH:24])[C:18]=4[CH2:17][C:16]4[C:11]3=[CH:12][CH:13]=[CH:14][CH:15]=4)[CH2:7][CH2:6]2)[CH2:2][CH2:3]1 |f:3.4,5.6|. Run at temperature 0 celsius, time 2 hour. Yields the product Cl.C1(CC1)CN1CCC2(CC1)C1=CC=CC=C1CC=1C(=CC=CC12)O (1'-cyclopropylmethyl-4-hydroxy-9,10-dihydroanthracene-9-spiro-4'-piperidine hydrochloride). Starting materials: C1(CC1)CN1CCC2(CC1)C1=CC=CC=C1CC=1C(=CC=CC12)OC (1'-cyclopropylmethyl-4-methoxy,9,10-dihydroanthracene-9-spiro-4'-piperidine), C(Cl)Cl (methylene chloride). Procedure: Borontribromide (2 ml.) in methylene chloride (20 ml.) is added with stirring at 0°C. to a mixture of 1'-cyclopropylmethyl-4-methoxy,9,10-dihydroanthracene-9-spiro-4'-piperidine (1.8 g.) and sodium bicarbonate (5 g.). The reaction mixture is stirred at 0°C. for 2 hours and then at room temperature for 1 hour and diluted with chloroform, more sodium bicarbonate is added, the supension is washed thoroughly with water, dried (MgSO4) and evaporated. The residue is dissolved in boiling methanol, satu... Run in C([O-])(O)=O.[Na+] (sodium bicarbonate), C(Cl)(Cl)Cl (chloroform), C([O-])(O)=O.[Na+] (sodium bicarbonate). Starting materials: C(CCCCCCC)C=1C(NC(=CC1)C1=CC=C(C=C1)OCCCCCCCC)=O (3-octyl-6-(4-octyloxyphenyl)-1H-2-pyridone), O=P(Cl)(Cl)Cl (phosphorus oxytrichloride), C([O-])([O-])=O.[Na+].[Na+] (sodium carbonate). Product: ClC1=NC(=CC=C1CCCCCCCC)C1=CC=C(C=C1)OCCCCCCCC (2-chloro-3-octyl-6-(4-octyloxyphenyl)pyridine). As a reaction SMILES: [CH2:1]([C:9]1[C:10](=O)[NH:11][C:12]([C:15]2[CH:20]=[CH:19][C:18]([O:21][CH2:22][CH2:23][CH2:24][CH2:25][CH2:26][CH2:27][CH2:28][CH3:29])=[CH:17][CH:16]=2)=[CH:13][CH:14]=1)[CH2:2][CH2:3][CH2:4][CH2:5][CH2:6][CH2:7][CH3:8].O=P(Cl)(Cl)[Cl:33].C(=O)([O-])[O-].[Na+].[Na+]>>[Cl:33][C:10]1[C:9]([CH2:1][CH2:2][CH2:3][CH2:4][CH2:5][CH2:6][CH2:7][CH3:8])=[CH:14][CH:13]=[C:12]([C:15]2[CH:20]=[CH:19][C:18]([O:21][CH2:22][CH2:23][CH2:24][CH2:25][CH2:26][CH2:27][CH2:28][CH3:29])=[CH:17][CH:16]=2)[N:11]=1 |f:2.3.4|. Procedure: 0.32 g (0.8 mmol) of 3-octyl-6-(4-octyloxyphenyl)-1H-2-pyridone are heated together with 15 ml of phosphorus oxytrichloride in a sealed tube at 200° C. for 3 hours. The reaction mixture is poured onto ice water, and the resulting mixture is made basic with sodium carbonate. Extraction of the aqueous phase with methylene chloride, washing of the organic phase with sodium chloride solution, drying over sodium sulfate, filtration, removal of the solvent by distillation and chromatography (silica ge... Reactants: [OH-].[Na+] (sodium hydroxide), CC(C#C)(C)N (1,1-Dimethylprop-2-ynylamine), diethyl acetal, BrCCC=O (3-bromopropionaldehyde). The solvent is CO (methanol). Reaction conditions: time 6 hour. Product: diethyl acetal, CC(C#C)(C)NCCC=O (3-(1,1-dimethylprop- 2-ynylamino)propionaldehyde). Reaction SMILES: [CH3:1][C:2]([NH2:6])([CH3:5])[C:3]#[CH:4].Br[CH2:8][CH2:9][CH:10]=[O:11].[OH-].[Na+]>CO>[CH3:1][C:2]([NH:6][CH2:8][CH2:9][CH:10]=[O:11])([CH3:5])[C:3]#[CH:4] |f:2.3|. Procedure details: 1,1-Dimethylprop-2-ynylamine (1.0 mole), the diethyl acetal of 3-bromopropionaldehyde (1.0 mole) and methanol (100 ml) are charged into a glass reaction vessel equipped with a mechanical stirrer, thermometer and reflux condenser. The reaction mixture is heated at reflux with stirring for a period of about 6 hours. After this time the reaction mixture is cooled to room temperature and sodium hydroxide (20 grams) is added. The reaction mixture is then stirred for an additional period of about 16 h...